This data is from the Open Reaction Database (ORD), a public repository of structured organic reaction records. The task is: describe an organic reaction: reactants, conditions, products, and yield The reactants are COC(=O)c1sccc1N, O=C(O)Cc1cccc2ccccc12. Product: COC(=O)c1sccc1NC(=O)Cc1cccc2ccccc12. RXN SMILES: [NH2:1][c:2]1[c:3]([C:7](=[O:8])[O:9][CH3:10])[s:4][cH:5][cH:6]1.[c:11]1([CH2:21][C:22](=[O:23])[OH:24])[cH:12][cH:13][cH:14][c:15]2[cH:16][cH:17][cH:18][cH:19][c:20]12>>[NH:1]([c:2]1[c:3]([C:7](=[O:8])[O:9][CH3:10])[s:4][cH:5][cH:6]1)[C:22]([CH2:21][c:11]1[cH:12][cH:13][cH:14][c:15]2[cH:16][cH:17][cH:18][cH:19][c:20]12)=[O:23]. Reactants: OC1=C(C=CC=C1)C=1C=CC=2C(=NON2)C1 (5-(2-hydroxyphenyl)benzofurazan), [Br-].[Br-].[Br-].C(CCC)[N+](CCCC)(CCCC)CCCC.C(CCC)[N+](CCCC)(CCCC)CCCC.C(CCC)[N+](CCCC)(CCCC)CCCC (tetrabutylammonium tribromide), O (water). Solvent: ClCCl (dichoromethane). Reaction conditions: temperature 18 celsius, time 18 hour. Yields the product BrC=1C=C(C=C(C1)O)C=1C=CC=2C(=NON2)C1 (5-(3-bromo-5-hydroxyphenyl)benzofurazan). RXN SMILES: O[C:2]1[CH:7]=[CH:6][CH:5]=[CH:4][C:3]=1[C:8]1[CH:9]=[CH:10][C:11]2[C:12]([CH:16]=1)=[N:13][O:14][N:15]=2.[Br-:17].[Br-].[Br-].C([N+](CCCC)(CCCC)CCCC)CCC.C([N+](CCCC)(CCCC)CCCC)CCC.C([N+](CCCC)(CCCC)CCCC)CCC.[OH2:71]>ClCCl>[Br:17][C:7]1[CH:2]=[C:3]([C:8]2[CH:9]=[CH:10][C:11]3[C:12]([CH:16]=2)=[N:13][O:14][N:15]=3)[CH:4]=[C:5]([OH:71])[CH:6]=1 |f:1.2.3.4.5.6|. Procedure details: A stirred mixture of 5-(2-hydroxyphenyl)benzofurazan (11.2 g, 52.8 mmol), and tetrabutylammonium tribromide (25.5 g, 52.8 mmol) in dichoromethane (530 mL) is stirred at 18° C. for 18 h. The solvent is evaporated off under reduced pressure to yield a residue which is treated with water (300 mL) and extracted with ethyl acetate (3×100 mL). The combined extracts are washed (saturated NaCl), dried (Na2SO4), filtered and the solvent is evaporated off under reduced pressure to yield the crude product ... Starting materials: FC[C@@H](C)C1=CC=C(C=C1)S(=O)(=O)NC=1C=C2C(=NC1)CC(CO2)NC(CC)=O (N-{7-[4-((S)-2-fluoro-1-methyl-ethyl)-benzenesulfonylamino]-3,4-dihydro-2H-pyrano[3,2-b]pyridin-3-yl}-propionamide), B.C1CCOC1 (BH3.THF). Solvent: C1CCOC1 (THF). The product is FC[C@@H](C)C1=CC=C(C=C1)S(=O)(=O)NC=1C=C2C(=NC1)CC(CO2)NCCC (4-((S)-2-Fluoro-1-methyl-ethyl)-N-(3-propylamino-3,4-dihydro-2H-pyrano[3,2-b]pyridin-7-yl)-benzenesulfonamide). Yield: 45.4%. RXN SMILES: [F:1][CH2:2][C@H:3]([C:5]1[CH:10]=[CH:9][C:8]([S:11]([NH:14][C:15]2[CH:16]=[C:17]3[O:24][CH2:23][CH:22]([NH:25][C:26](=O)[CH2:27][CH3:28])[CH2:21][C:18]3=[N:19][CH:20]=2)(=[O:13])=[O:12])=[CH:7][CH:6]=1)[CH3:4].B.C1COCC1>C1COCC1>[F:1][CH2:2][C@H:3]([C:5]1[CH:6]=[CH:7][C:8]([S:11]([NH:14][C:15]2[CH:16]=[C:17]3[O:24][CH2:23][CH:22]([NH:25][CH2:26][CH2:27][CH3:28])[CH2:21][C:18]3=[N:19][CH:20]=2)(=[O:13])=[O:12])=[CH:9][CH:10]=1)[CH3:4] |f:1.2|. Procedure: Following the same procedure as described in example 34, N-{7-[4-((S)-2-fluoro-1-methyl-ethyl)-benzenesulfonylamino]-3,4-dihydro-2H-pyrano[3,2-b]pyridin-3-yl}-propionamide (100 mg, 0.27 mmol) in THF (15 ml) was treated with 1M BH3.THF (2.3 ml, 2.3 mmol). Purification of the crude product by flash column chromatography (CH2Cl2:methanol, 97:3) gave the title compound (50 mg, 52%) as a white solid. Reactants: C(C1=CC=CC=C1)OC(C[C@H](C(=O)N[C@H](CO)CC1=CC=CC=C1)N1C=C(C=C1)C1=CC=C(C=C1)C1=CC=C(C=C1)C#N)=O (N-(1(S)-benzyl-2-hydroxyethyl)-3(R)-[3-(4′-cyano-biphenyl-4-yl)-1H-pyrrol-1-yl]succinamic acid benzyl ester), C(C1=CC=CC=C1)OC(C([C@H](C(=O)N[C@H](CO)CC1=CC=CC=C1)C(=O)OCCCC)N)=O (N-(1(S)-benzyl-2-hydroxyethyl)-3(R)-butoxycarbonyl-amino-succinamic acid benzyl ester), FC(C(=O)O)(F)F.C(C1=CC=CC=C1)OC(C[C@H](C(=O)N[C@H](CO)CC1=CC=CC=C1)N)=O (N-(1(S)-benzyl-2-hydroxyethyl)-3(R)-amino-succinamic acid benzyl ester trifluoroacetate salt), 3-(4′-carboxamidobiphenyl-4-yl)-2,5-dimethoxytetrahydrofuran. Procedure details: As described in Example 4(a) for the preparation of N-(1(S)-benzyl-2-hydroxyethyl)-3(R)-[3-(4′-cyano-biphenyl-4-yl)-1H-pyrrol-1-yl]succinamic acid benzyl ester, N-(1(S)-benzyl-2-hydroxyethyl)-3(R)-butoxycarbonyl-amino-succinamic acid benzyl ester (0.320 mmol) was deprotected. A solution of the resultant crude N-(1(S)-benzyl-2-hydroxyethyl)-3(R)-amino-succinamic acid benzyl ester trifluoroacetate salt and crude 3-(4′-carboxamidobiphenyl-4-yl)-2,5-dimethoxytetrahydrofuran (110 mg, 0.330 mmol) in 1... Yields the product C(C1=CC=CC=C1)OC(CC(C(=O)NC(CO)CC1=CC=CC=C1)N1C=C(C=C1)C1=CC=C(C=C1)C1=CC=C(C=C1)C(N)=O)=O (N-(1-benzyl-2-hydroxyethyl)-3-[3-(4′-carbamoylbiphenyl-4-yl)-1H-pyrrol-1-yl]succinamic acid benzyl ester). As a reaction SMILES: [CH2:1]([O:8][C:9](=[O:44])[CH2:10][C@@H:11]([N:25]1[CH:29]=[CH:28][C:27]([C:30]2[CH:35]=[CH:34][C:33]([C:36]3[CH:41]=[CH:40][C:39]([C:42]#[N:43])=[CH:38][CH:37]=3)=[CH:32][CH:31]=2)=[CH:26]1)[C:12]([NH:14][C@@H:15]([CH2:18][C:19]1[CH:24]=[CH:23][CH:22]=[CH:21][CH:20]=1)[CH2:16][OH:17])=[O:13])[C:2]1[CH:7]=[CH:6][CH:5]=[CH:4][CH:3]=1.C([O:52]C(=O)C(N)[C@@H](C(OCCCC)=O)C(N[C@@H](CC1C=CC=CC=1)CO)=O)C1C=CC=CC=1.FC(F)(F)C(O)=O.C(OC(=O)C[C@@H](N)C(N[C@@H](CC1C=CC=CC=1)CO)=O)C1C=CC=CC=1>ClCCCl>[CH2:1]([O:8][C:9](=[O:44])[CH2:10][CH:11]([N:25]1[CH:29]=[CH:28][C:27]([C:30]2[CH:31]=[CH:32][C:33]([C:36]3[CH:37]=[CH:38][C:39]([C:42](=[O:52])[NH2:43])=[CH:40][CH:41]=3)=[CH:34][CH:35]=2)=[CH:26]1)[C:12]([NH:14][CH:15]([CH2:18][C:19]1[CH:24]=[CH:23][CH:22]=[CH:21][CH:20]=1)[CH2:16][OH:17])=[O:13])[C:2]1[CH:7]=[CH:6][CH:5]=[CH:4][CH:3]=1 |f:2.3|. Yield: 31.0%. Run in ClCCCl (1,2-dichloroethane). Reactants: C(C)C1CC2=CC=C(C=C2C1)CC#N (2-ethyl-5-indan-acetonitrile), C(C)O (ethanol), [OH-].[K+] (potassium hydroxide). Solvent: O (water). Product: C(C)C1CC2=CC=C(C=C2C1)CC(=O)O (2-ethyl-5-indanacetic acid). As a reaction SMILES: [CH2:1]([CH:3]1[CH2:11][C:10]2[C:5](=[CH:6][CH:7]=[C:8](CC#N)[CH:9]=2)[CH2:4]1)[CH3:2].[OH-:15].[K+].[CH2:17]([OH:19])[CH3:18]>O>[CH2:1]([CH:3]1[CH2:11][C:10]2[C:5](=[CH:6][CH:7]=[C:8]([CH2:18][C:17]([OH:15])=[O:19])[CH:9]=2)[CH2:4]1)[CH3:2] |f:1.2|. Reported procedure: 12.8 g of 2-ethyl-5-indan-acetonitrile are dissolved in 350 cc of ethanol, a solution of 26.7 g of potassium hydroxide in 45 cc of water is added, and the mixture is boiled at reflux for 20 hours. The solution is concentrated to 50 cc, diluted with water and extracted with ether, and the ether phase is discarded. The aqueous phase is then acidified with 2 N hydrochloric acid and extracted with ether. The crude 2-ethyl-5-indanacetic acid, obtained after concentrating the ether extract, is purifie...